From a dataset of the Open Reaction Database (ORD), a public repository of structured organic reaction records. describe an organic reaction: reactants, conditions, products, and yield Starting materials: CC(=O)O, [Na], O=[W](=O)([O-])[O-], O, OO, CC(OC(=O)C1N2C(=O)C(NC(=O)Cc3ccccc3)C2SC1(C)C)C1CC1. Product: CC(OC(=O)C1N2C(=O)C(NC(=O)Cc3ccccc3)C2S(=O)C1(C)C)C1CC1. As a reaction SMILES: [CH3:32][C:33](=[O:34])[OH:35].[Na:36].[O-:37][W:38](=[O:39])(=[O:40])[O-:41].[OH2:31].[OH:29][OH:30].[c:1]1([CH2:7][C:8](=[O:9])[NH:10][CH:11]2[CH:12]3[N:13]([CH:14]([C:19](=[O:20])[O:21][CH:22]([CH3:23])[CH:24]4[CH2:25][CH2:26]4)[C:15]([CH3:17])([CH3:18])[S:16]3)[C:27]2=[O:28])[cH:2][cH:3][cH:4][cH:5][cH:6]1>>[c:1]1([CH2:7][C:8](=[O:9])[NH:10][CH:11]2[CH:12]3[N:13]([CH:14]([C:19](=[O:20])[O:21][CH:22]([CH3:23])[CH:24]4[CH2:25][CH2:26]4)[C:15]([CH3:17])([CH3:18])[S:16]3=[O:29])[C:27]2=[O:28])[cH:2][cH:3][cH:4][cH:5][cH:6]1.